Dataset: the Open Reaction Database (ORD), a public repository of structured organic reaction records. Task: describe an organic reaction: reactants, conditions, products, and yield Reactants: CCCCCCCCCCCCCCCCCC(=O)Cl, CCCCCCCCCCCCN, O=CC(O)C(O)C(O)C(O)CO. Product: CCCCCCCCCCCCCCCCCC(=O)N(CCCCCCCCCCCC)C1OC(CO)C(O)C(O)C1O. As a reaction SMILES: [C:26]([CH2:27][CH2:28][CH2:29][CH2:30][CH2:31][CH2:32][CH2:33][CH2:34][CH2:35][CH2:36][CH2:37][CH2:38][CH2:39][CH2:40][CH2:41][CH2:42][CH3:43])(=[O:44])[Cl:45].[CH2:13]([CH2:14][CH2:15][CH2:16][CH2:17][CH2:18][CH2:19][CH2:20][CH2:21][CH2:22][CH2:23][CH3:24])[NH2:25].[O:1]=[CH:2][CH:3]([OH:4])[CH:5]([OH:6])[CH:7]([OH:8])[CH:9]([OH:10])[CH2:11][OH:12]>>[CH:2]1([N:25]([CH2:13][CH2:14][CH2:15][CH2:16][CH2:17][CH2:18][CH2:19][CH2:20][CH2:21][CH2:22][CH2:23][CH3:24])[C:26]([CH2:27][CH2:28][CH2:29][CH2:30][CH2:31][CH2:32][CH2:33][CH2:34][CH2:35][CH2:36][CH2:37][CH2:38][CH2:39][CH2:40][CH2:41][CH2:42][CH3:43])=[O:44])[CH:3]([OH:4])[CH:5]([OH:6])[CH:7]([OH:8])[CH:9]([CH2:11][OH:12])[O:10]1. Conditions: time 2 hour. Yields the product Cl.C(C)OC(COC1=C(C=C(C=C1)Cl)C1NCC2=CC(=CC=C12)F)=O ((±)-[4-Chloro-2-(5-fluoro-2,3-dihydro-1H-isoindol-1-yl)-phenoxy]-acetic acid ethyl ester hydrochloride). The reactants are C(C1=CC=CC=C1)OC(=O)N1C(C2=CC=C(C=C2C1)F)C1=C(C=CC(=C1)Cl)OCC(=O)OCC ((±)-1-(5-chloro-2-ethoxycarbonylmethoxy-phenyl)-5-fluoro-1,3-dihydro-isoindole-2-carboxylic acid benzyl ester). Reaction SMILES: C(OC([N:11]1[CH2:19][C:18]2[C:13](=[CH:14][CH:15]=[C:16]([F:20])[CH:17]=2)[CH:12]1[C:21]1[CH:26]=[C:25]([Cl:27])[CH:24]=[CH:23][C:22]=1[O:28][CH2:29][C:30]([O:32][CH2:33][CH3:34])=[O:31])=O)C1C=CC=CC=1>CC(O)=O.Br>[ClH:27].[CH2:33]([O:32][C:30](=[O:31])[CH2:29][O:28][C:22]1[CH:23]=[CH:24][C:25]([Cl:27])=[CH:26][C:21]=1[CH:12]1[C:13]2[C:18](=[CH:17][C:16]([F:20])=[CH:15][CH:14]=2)[CH2:19][NH:11]1)[CH3:34] |f:3.4|. The solvent is CC(=O)O (AcOH), Br (hydrobromic acid), C(C)(=O)O (acetic acid). Procedure: To a solution of (±)-1-(5-chloro-2-ethoxycarbonylmethoxy-phenyl)-5-fluoro-1,3-dihydro-isoindole-2-carboxylic acid benzyl ester (165 mg, 0.34 mmol, 1.0 eq.) in AcOH (3.0 mL), 33% hydrobromic acid in acetic acid (3.0 mL) was added. The mixture was stirred at r.t. for 2 hours. The reaction mixture was concentrated in vacuo. The residue was stirred in 1.25M HCl in ethanol (5.0 mL) at r.t. for 18 hours. The reaction mixture was concentrated in vacuo to give the desired salt as a colorless oil. The reactants are C1CCOC1, CCOC(C)=O, O=C1NC(=O)c2ccccc21, c1ccc(P(c2ccccc2)c2ccccc2)cc1, OC1CCC(c2cccnc2)C1. Yields the product O=C1c2ccccc2C(=O)N1C1CCC(c2cccnc2)C1. Reaction SMILES: [CH2:43]1[O:44][CH2:45][CH2:46][CH2:47]1.[CH3:48][CH2:49][O:50][C:51]([CH3:52])=[O:53].[O:13]=[C:14]1[NH:15][C:16](=[O:17])[c:18]2[cH:19][cH:20][cH:21][cH:22][c:23]21.[c:24]1([P:25]([c:26]2[cH:27][cH:28][cH:29][cH:30][cH:31]2)[c:32]2[cH:33][cH:34][cH:35][cH:36][cH:37]2)[cH:38][cH:39][cH:40][cH:41][cH:42]1.[n:1]1[cH:2][c:3]([CH:7]2[CH2:8][CH:9]([OH:12])[CH2:10][CH2:11]2)[cH:4][cH:5][cH:6]1>>[n:1]1[cH:2][c:3]([CH:7]2[CH2:8][CH:9]([N:15]3[C:14](=[O:13])[c:23]4[c:18]([cH:19][cH:20][cH:21][cH:22]4)[C:16]3=[O:17])[CH2:10][CH2:11]2)[cH:4][cH:5][cH:6]1. Reactants: [H][H] (hydrogen), C(C)(=O)O (acetic acid), C(C1=CC=CC=C1)OC(=O)N[C@H](C(=O)OC(C)(C)C)CNC(C1=CC=C(C=C1)CCC(=O)OC)=O (tert-butyl (2S)-2-benzyloxycarbonylamino-3-(4-(2-methoxycarbonyl-ethyl)-benzoylamino)propionate). Reagents/catalysts: [Pd] (Pd/C). Solvent: CO (methanol). The product is C(C)(C)(C)OC([C@H](CNC(C1=CC=C(C=C1)CCC(=O)OC)=O)N)=O ((2S)-2-Amino-3-(4-(2-methoxycarbonyl-ethyl)-benzoylamino)-propionic acid tert-butyl ester). Reaction SMILES: C(OC([NH:11][C@@H:12]([CH2:20][NH:21][C:22](=[O:35])[C:23]1[CH:28]=[CH:27][C:26]([CH2:29][CH2:30][C:31]([O:33][CH3:34])=[O:32])=[CH:25][CH:24]=1)[C:13]([O:15][C:16]([CH3:19])([CH3:18])[CH3:17])=[O:14])=O)C1C=CC=CC=1.C(O)(=O)C.[H][H]>CO.[Pd]>[C:16]([O:15][C:13](=[O:14])[C@@H:12]([NH2:11])[CH2:20][NH:21][C:22](=[O:35])[C:23]1[CH:24]=[CH:25][C:26]([CH2:29][CH2:30][C:31]([O:33][CH3:34])=[O:32])=[CH:27][CH:28]=1)([CH3:19])([CH3:17])[CH3:18]. Reported procedure: 6.88 g (14.2 mmol) of tert-butyl (2S)-2-benzyloxycarbonylamino-3-(4-(2-methoxycarbonyl-ethyl)-benzoylamino)propionate was dissolved in 200 ml of methanol and 852 mg (14.2 mmol) of acetic acid was added. The mixture was hydrogenated for 7 hours at room temperature over Pd/C (5% strength) at 1 bar of hydrogen. The mixture was filtered and the solvent was removed in vacuo. The residue was washed with n-heptane and dried in vacuo. Yield 6.9 g. MS (ES+): m/e=351.2 (M+H+). Starting materials: Br.BrC1=C(NN=C1C1=NC=CC=C1)N (4-bromo-5-pyridin-2-yl-2H-pyrazol-3-ylamine hydrobromide salt), O1C(=CC=C1)C(=O)N=C=S (furan-2-carbonyl isothiocyanate), N1=CC=CC=C1 (pyridine), CS(=O)C (DMSO). Run in O (water). Run at time 5 minute. Yields the product N1=C(C=CC=C1)C1=NNC=2N=C(SC21)NC(=O)C=2OC=CC2 (furan-2-carboxylic acid (3-pyridin-2-yl-1H-pyrazolo[3,4-d]thiazol-5-yl)-amide). RXN SMILES: Br.Br[C:3]1[C:7]([C:8]2[CH:13]=[CH:12][CH:11]=[CH:10][N:9]=2)=[N:6][NH:5][C:4]=1[NH2:14].[O:15]1[CH:19]=[CH:18][CH:17]=[C:16]1[C:20]([N:22]=[C:23]=[S:24])=[O:21].N1C=CC=CC=1.CS(C)=O>O>[N:9]1[CH:10]=[CH:11][CH:12]=[CH:13][C:8]=1[C:7]1[C:3]2[S:24][C:23]([NH:22][C:20]([C:16]3[O:15][CH:19]=[CH:18][CH:17]=3)=[O:21])=[N:14][C:4]=2[NH:5][N:6]=1 |f:0.1|. Procedure: A mixture of 4-bromo-5-pyridin-2-yl-2H-pyrazol-3-ylamine hydrobromide salt (193 mg, 0.60 mmol), furan-2-carbonyl isothiocyanate (0.07 mL), pyridine (0.1 mL), and DMSO (2 mL) was placed in a Smith process vial. The reaction was run in a Personal Chemistry SmithCreator microwave at 160° C. for five minutes. The reaction mixture was then added to an excess of water and the resulting precipitate was filtered. Purification by preparative HPLC afforded 10 mg of furan-2-carboxylic acid (3-pyridin-2-yl-... Reactants: C(C)(C)C1=NC(=C(C(=C1C=O)C1=CC=C(C=C1)F)CCCCC)C(C)C (2,6-Diisopropyl-4-(4-fluorophenyl)-5-pentyl-3-pyridine-carboxaldehyde), [Cl-].C[NH3+] (Methylammonium chloride), CN (methylamine), C(#N)[BH3-].[Na+] (sodium cyanoborohydride). The solvent is CO (methanol), CO (methanol). Yields the product C(C)(C)C1=NC(=C(C(=C1CNC)C1=CC=C(C=C1)F)CCCCC)C(C)C (2,6-Diisopropyl-3-methylaminomethyl-4-(4-fluorophenyl)-5-pentyl-pyridine). Isolated yield 33.7%. As a reaction SMILES: [Cl-].C[NH3+].CN.[C:6]([BH3-])#[N:7].[Na+].[CH:10]([C:13]1[C:18]([CH:19]=O)=[C:17]([C:21]2[CH:26]=[CH:25][C:24]([F:27])=[CH:23][CH:22]=2)[C:16]([CH2:28][CH2:29][CH2:30][CH2:31][CH3:32])=[C:15]([CH:33]([CH3:35])[CH3:34])[N:14]=1)([CH3:12])[CH3:11]>CO>[CH:10]([C:13]1[C:18]([CH2:19][NH:7][CH3:6])=[C:17]([C:21]2[CH:22]=[CH:23][C:24]([F:27])=[CH:25][CH:26]=2)[C:16]([CH2:28][CH2:29][CH2:30][CH2:31][CH3:32])=[C:15]([CH:33]([CH3:34])[CH3:35])[N:14]=1)([CH3:11])[CH3:12] |f:0.1,3.4|. Procedure: Methylammonium chloride (37.99 mg, 0.563 mmol) was added to a stirred solution of methylamine in methanol (2M, 0.28 mL) under argon in an oven-dried round bottom flask equipped with a stir bar. Then sodium cyanoborohydride (4 eq., 10.60 mg, 0.169 mmol) was added and 2,6-diisopropyl-4-(4-fluorophenyl)-5-pentyl-3-pyridinecarboxaldehyde (Example 114, Step A) (100 mg, 0.281 mmol) was added as a solution in methanol (2 mL). The reaction was refluxed for 18 hours and then quenched with water. Concentr...